This data is from the Open Reaction Database (ORD), a public repository of structured organic reaction records. The task is: describe an organic reaction: reactants, conditions, products, and yield The reactants are COC(C1=CN=C(C=C1)NC(C(CC1CCOCC1)N1C(C=C(C1)OC1=C(C=CC=C1F)F)=O)=O)=O (6-[2-[4-(2,6-difluoro-phenoxy)-2-oxo-2,5-dihydro-pyrrol-1-yl]-3-(tetrahydro-pyran-4-yl)-propionylamino]-nicotinic acid methyl ester), CN(CCCN=C=NCC)C (1-(3-dimethylaminopropyl)-3-ethylcarbodiimide), ON1N=NC2=C1C=CC=C2 (1-hydroxybenzotriazole), NC1=NN(C=C1)CC(C)(O)C (1-(3-amino-pyrazol-1-yl)-2-methyl-propan-2-ol). The solvent is ClCCl (dichloromethane), ClCCl (dichloromethane). Run at temperature 25 celsius, time 2 hour. Yields the product FC1=C(OC2=CC(N(C2)C(C(=O)NC2=NN(C=C2)CC(C)(C)O)CC2CCOCC2)=O)C(=CC=C1)F (2-[4-(2,6-difluoro-phenoxy)-2-oxo-2,5-dihydro-pyrrol-1-yl]-N-[1-(2-hydroxy-2-methyl-propyl)-1H-pyrazol-3-yl]-3-(tetrahydro-pyran-4-yl)-propionamide). Yield: 68.3%. Reaction SMILES: COC(=O)C1[CH:9]=[CH:8][C:7]([NH:10][C:11](=[O:35])[CH:12]([N:20]2[CH2:24][C:23]([O:25][C:26]3[C:31]([F:32])=[CH:30][CH:29]=[CH:28][C:27]=3[F:33])=[CH:22][C:21]2=[O:34])[CH2:13][CH:14]2[CH2:19][CH2:18][O:17][CH2:16][CH2:15]2)=[N:6]C=1.CN(C)CCCN=C=NCC.ON1C2C=CC=CC=2N=N1.NC1C=C[N:61]([CH2:64][C:65]([CH3:68])([OH:67])[CH3:66])N=1>ClCCl>[F:32][C:31]1[CH:30]=[CH:29][CH:28]=[C:27]([F:33])[C:26]=1[O:25][C:23]1[CH2:24][N:20]([CH:12]([CH2:13][CH:14]2[CH2:15][CH2:16][O:17][CH2:18][CH2:19]2)[C:11]([NH:10][C:7]2[CH:8]=[CH:9][N:61]([CH2:64][C:65]([OH:67])([CH3:68])[CH3:66])[N:6]=2)=[O:35])[C:21](=[O:34])[CH:22]=1. Procedure details: A solution of 2-[4-(2,6-difluoro-phenoxy)-2-oxo-2,5-dihydro-pyrrol-1-yl]-3-(tetrahydro-pyran-4-yl)-propionic acid (as prepared in Example 40, 200 mg, 0.54 mmol) in dichloromethane (10 mL) was treated with 1-(3-dimethylaminopropyl)-3-ethylcarbodiimide (85 mg, 0.55 mmol) and 1-hydroxybenzotriazole (80 mg, 0.57 mmol). The reaction mixture was stirred at 25° C. for 2 h followed by the addition of 1-(3-amino-pyrazol-1-yl)-2-methyl-propan-2-ol (prepared in U.S. Pat. Appl. US2008021032 Example 80, 101 ... Run in hydrocarbon, O (water), O (water). Reaction conditions: temperature 80 celsius. The reactants are OCC(O)CO (glycerin), C=CC=C (1,3-butadiene). As a reaction SMILES: [OH:1][CH2:2][CH:3]([CH2:5][OH:6])[OH:4].[CH2:7]=[CH:8][CH:9]=[CH2:10]>C/C(/[O-])=C/C(C)=O.C/C(/[O-])=C/C(C)=O.[Pd+2].C1C=C(S([O-])(=O)=O)C=C(P(C2C=CC=C(S([O-])(=O)=O)C=2)C2C=CC=C(S([O-])(=O)=O)C=2)C=1.[Na+].[Na+].[Na+].O>[CH2:2]([O:1][CH:7]=[CH:8][CH:9]=[CH:10][CH2:7][CH2:8][CH2:9][CH3:10])[CH:3]([CH2:5][OH:6])[OH:4] |f:2.3.4,5.6.7.8|. Isolated yield 72.9%. Reagents/catalysts: C/C(=C/C(=O)C)/[O-].C/C(=C/C(=O)C)/[O-].[Pd+2] (bis(acetylacetonato)palladium), C1=CC(=CC(=C1)S(=O)(=O)[O-])P(C2=CC(=CC=C2)S(=O)(=O)[O-])C3=CC(=CC=C3)S(=O)(=O)[O-].[Na+].[Na+].[Na+] (triphenylphosphine-3,3′,3″-trisulfonic acid trisodium salt). Reported procedure: In a 500-mL autoclave, charged were 70 g (0.76 mol) of glycerin, 0.7 g (2.3 mmol) of bis(acetylacetonato)palladium (II), 3.0 g (5.3 mmol) of triphenylphosphine-3,3′,3″-trisulfonic acid trisodium salt and 35 g of water. The mixture was heated to 80° C., whereby a water-soluble liquid phase was obtained. After cooling, 180 g (3.3 mol) of 1,3-butadiene was introduced at a time into the autoclave as a hydrocarbon solvent phase. While stirring, the mixture was heated to 80° C. again. The initial pres... The product is C(C(O)CO)OC=CC=CCCCC (octadienyl glyceryl ether).